This data is from the Open Reaction Database (ORD), a public repository of structured organic reaction records. The task is: describe an organic reaction: reactants, conditions, products, and yield The reactants are C(CCC)C1=NC2=C(N1CC1=CC=C(C=C1)C1=C(C=CC=C1)C1=NN=NN1)C(=C(C=C2)C)C(=O)OCC (ethyl 2-butyl-6-methyl-1-[[2'-(1H-tetrazol-5-yl)biphenyl-4-yl]methyl]benzimidazole-7-carboxylate). Solvent: [OH-].[Na+] (sodium hydroxide), C(C)O (ethanol). The product is C(CCC)C1=NC2=C(N1CC1=CC=C(C=C1)C1=C(C=CC=C1)C1=NN=NN1)C(=C(C=C2)C)C(=O)O (2-Butyl-6-methyl-1-[[2'-(1H-tetrazol-5-yl)biphenyl-4-yl]methyl]benzimidazole-7-carboxylic acid). Isolated yield 42.4%. Reaction SMILES: [CH2:1]([C:5]1[N:9]([CH2:10][C:11]2[CH:16]=[CH:15][C:14]([C:17]3[CH:22]=[CH:21][CH:20]=[CH:19][C:18]=3[C:23]3[NH:27][N:26]=[N:25][N:24]=3)=[CH:13][CH:12]=2)[C:8]2[C:28]([C:33]([O:35]CC)=[O:34])=[C:29]([CH3:32])[CH:30]=[CH:31][C:7]=2[N:6]=1)[CH2:2][CH2:3][CH3:4]>[OH-].[Na+].C(O)C>[CH2:1]([C:5]1[N:9]([CH2:10][C:11]2[CH:12]=[CH:13][C:14]([C:17]3[CH:22]=[CH:21][CH:20]=[CH:19][C:18]=3[C:23]3[NH:27][N:26]=[N:25][N:24]=3)=[CH:15][CH:16]=2)[C:8]2[C:28]([C:33]([OH:35])=[O:34])=[C:29]([CH3:32])[CH:30]=[CH:31][C:7]=2[N:6]=1)[CH2:2][CH2:3][CH3:4] |f:1.2|. Procedure: A mixture of ethyl 2-butyl-6-methyl-1-[[2'-(1H-tetrazol-5-yl)biphenyl-4-yl]methyl]benzimidazole-7-carboxylate (0.55 g) in 5N aqueous sodium hydroxide (5 ml) and ethanol (10 ml) was heated for 100 hours under reflux. The reaction mixture was concentrated to dryness and then was dissolved in water, and the solution was made acidic with conc. HCl. Precipitates separated out were collected by filtration and washed with a mixture of dichloromethane and methanol. The precipitates were dissolved in sat... Reaction SMILES: [C:38]([BH3-:39])#[N:40].[CH2:1]([CH2:2][CH3:3])[N:4]([CH2:5][CH2:6][CH3:7])[CH2:8][c:9]1[cH:10][cH:11][c:12]([NH:15][CH2:16][c:17]2[cH:18][cH:19][c:20]([CH2:23][NH:24][CH2:25][c:26]3[nH:27][cH:28][cH:29][n:30]3)[cH:21][cH:22]2)[cH:13][cH:14]1.[CH3:44][OH:45].[CH3:46][C:47](=[O:48])[OH:49].[Na+:41].[Na+:43].[OH-:42].[nH:31]1[c:32]([CH:36]=[O:37])[n:33][cH:34][cH:35]1>>[CH2:1]([CH2:2][CH3:3])[N:4]([CH2:5][CH2:6][CH3:7])[CH2:8][c:9]1[cH:10][cH:11][c:12]([NH:15][CH2:16][c:17]2[cH:18][cH:19][c:20]([CH2:23][N:24]([CH2:25][c:26]3[n:27][cH:28][cH:29][nH:30]3)[CH2:36][c:32]3[nH:31][cH:35][cH:34][n:33]3)[cH:21][cH:22]2)[cH:13][cH:14]1. Reactants: [BH3-]C#N, CCCN(CCC)Cc1ccc(NCc2ccc(CNCc3ncc[nH]3)cc2)cc1, CO, CC(=O)O, [Na+], [Na+], [OH-], O=Cc1ncc[nH]1. The product is CCCN(CCC)Cc1ccc(NCc2ccc(CN(Cc3ncc[nH]3)Cc3ncc[nH]3)cc2)cc1. Run at temperature 60 celsius. Reported procedure: 2-Carbomethoxy-4-cyano-4-(3-cyclopropylmethoxy-4-difluoromethoxyphenyl)cyclohexan-1-one To a suspension of sodium hydride (80% dispersion in mineral oil, 11.6 g, 388 mmol) in dry 1,2-dimethoxyethane (700 mL) under an argon atmosphere was added a solution of crude dimethyl 4-cyano-4-(3-cyclopropylmethoxy-4-difluoromethoxyphenyl)pimelate (41 g) in dry 1,2-dimethoxyethane (700 mL). The resulting mixture was heated at 60° C. for 1 h, cooled to room temperature, quenched with dilute aqueous hydrochlo... The solvent is COCCOC (1,2-dimethoxyethane), COCCOC (1,2-dimethoxyethane). The product is C1(CC1)COC=1C=C(C=O)C=CC1OC(F)F (3-cyclopropylmethoxy-4-difluoromethoxybenzaldehyde). Reaction SMILES: C(C1C[C:9](C#N)([C:11]2[CH:16]=[CH:15][C:14]([O:17][CH:18]([F:20])[F:19])=[C:13]([O:21][CH2:22][CH:23]3[CH2:25][CH2:24]3)[CH:12]=2)CCC1=O)(OC)=O.[H-].[Na+].C(C(C1C=CC(OC(F)F)=C(OCC2CC2)C=1)(CCC(OC)=O)CCC(OC)=[O:37])#N>COCCOC>[CH:23]1([CH2:22][O:21][C:13]2[CH:12]=[C:11]([CH:16]=[CH:15][C:14]=2[O:17][CH:18]([F:20])[F:19])[CH:9]=[O:37])[CH2:25][CH2:24]1 |f:1.2|. The reactants are C(=O)(OC)C1C(CCC(C1)(C1=CC(=C(C=C1)OC(F)F)OCC1CC1)C#N)=O (2-Carbomethoxy-4-cyano-4-(3-cyclopropylmethoxy-4-difluoromethoxyphenyl)cyclohexan-1-one), [H-].[Na+] (sodium hydride), C(#N)C(CCC(=O)OC)(CCC(=O)OC)C1=CC(=C(C=C1)OC(F)F)OCC1CC1 (dimethyl 4-cyano-4-(3-cyclopropylmethoxy-4-difluoromethoxyphenyl)pimelate). Starting materials: CO, COc1ccc(F)cc1C1(CC(O)(CO)C(F)(F)F)CC1, [O-][I+3]([O-])([O-])[O-], [Na+]. The product is COc1ccc(F)cc1C1(CC(=O)C(F)(F)F)CC1. Reaction SMILES: [CH3:28][OH:29].[F:1][C:2]([C:3]([CH2:4][OH:5])([OH:6])[CH2:7][C:8]1([c:11]2[c:12]([O:18][CH3:19])[cH:13][cH:14][c:15]([F:17])[cH:16]2)[CH2:9][CH2:10]1)([F:20])[F:21].[I+3:22]([O-:23])([O-:24])([O-:25])[O-:26].[Na+:27]>>[F:1][C:2]([C:3](=[O:6])[CH2:7][C:8]1([c:11]2[c:12]([O:18][CH3:19])[cH:13][cH:14][c:15]([F:17])[cH:16]2)[CH2:9][CH2:10]1)([F:20])[F:21]. The reactants are BrC1=CC=CC=2CN(CCOC21)C(=O)OC(C)(C)C (tert-butyl 9-bromo-2,3-dihydro-1,4-benzoxazepine-4(5H)-carboxylate), CC=1SC(=C(N1)C)B1OC(C)(C)C(C)(C)O1 (2,4-dimethyl-1,3-thiazol-5-ylboronic acid pinacol ester), C([O-])([O-])=O.[Na+].[Na+] (sodium carbonate), O (water). The reagents and catalysts are C=1C=CC(=CC1)[P](C=2C=CC=CC2)(C=3C=CC=CC3)[Pd]([P](C=4C=CC=CC4)(C=5C=CC=CC5)C=6C=CC=CC6)([P](C=7C=CC=CC7)(C=8C=CC=CC8)C=9C=CC=CC9)[P](C=1C=CC=CC1)(C=1C=CC=CC1)C=1C=CC=CC1 (tetrakis(triphenylphosphine)palladium(0)). The solvent is C(OC)COC (dimethoxyethane). Run at temperature 85 celsius, time 12 hour. The product is CC=1SC(=C(N1)C)C1=CC=CC=2CN(CCOC21)C(=O)OC(C)(C)C (tert-butyl 9-(2,4-dimethyl-1,3-thiazol-5-yl)-2,3-dihydro-1,4-benzoxazepine-4(5H)-carboxylate). Yield: 66.6%. As a reaction SMILES: Br[C:2]1[C:12]2[O:11][CH2:10][CH2:9][N:8]([C:13]([O:15][C:16]([CH3:19])([CH3:18])[CH3:17])=[O:14])[CH2:7][C:6]=2[CH:5]=[CH:4][CH:3]=1.[CH3:20][C:21]1[S:22][C:23](B2OC(C)(C)C(C)(C)O2)=[C:24]([CH3:26])[N:25]=1.C(=O)([O-])[O-].[Na+].[Na+].O>C(COC)OC.C1C=CC([P]([Pd]([P](C2C=CC=CC=2)(C2C=CC=CC=2)C2C=CC=CC=2)([P](C2C=CC=CC=2)(C2C=CC=CC=2)C2C=CC=CC=2)[P](C2C=CC=CC=2)(C2C=CC=CC=2)C2C=CC=CC=2)(C2C=CC=CC=2)C2C=CC=CC=2)=CC=1>[CH3:20][C:21]1[S:22][C:23]([C:2]2[C:12]3[O:11][CH2:10][CH2:9][N:8]([C:13]([O:15][C:16]([CH3:19])([CH3:18])[CH3:17])=[O:14])[CH2:7][C:6]=3[CH:5]=[CH:4][CH:3]=2)=[C:24]([CH3:26])[N:25]=1 |f:2.3.4,^1:52,54,73,92|. Reported procedure: A mixture of tert-butyl 9-bromo-2,3-dihydro-1,4-benzoxazepine-4(5H)-carboxylate (328 mg, 1.00 mmol), 2,4-dimethyl-1,3-thiazol-5-ylboronic acid pinacol ester (239 mg, 1.00 mmol), saturated aqueous sodium carbonate solution (6 ml) and tetrakis(triphenylphosphine)palladium(0) (32.6 mg, 0.0282 mmol) in dimethoxyethane (10 ml) was stirred at 85° C. for 12 hr under a nitrogen atmosphere. The reaction mixture was poured into water, and the mixture was extracted with ethyl acetate. The extract was washe...